From a dataset of the Open Reaction Database (ORD), a public repository of structured organic reaction records. describe an organic reaction: reactants, conditions, products, and yield Reactants: COC=1C=C(C=C(C1OC)OC)S (3,4,5-trimethoxybenzenethiol), C(C)(=O)O[C@H]1[C@H](SC[C@H]([C@@H]1OC(C)=O)OC(C)=O)Br (2,3,4-tri-O-acetyl-5-thio-α-D-xylopyranosyl bromide), [Hg](C#N)C#N (Hg(CN)2), [Hg](C#N)C#N (Hg(CN)2). The product is C(C)(=O)O[C@H]1[C@H](SC2=CC(=C(C(=C2)OC)OC)OC)SC[C@H]([C@@H]1OC(C)=O)OC(C)=O (3,4,5-trimethoxyphenyl 2,3,4-tri-O-acetyl-1,5-dithio-β-D-xylopyranoside). The yield is 28.0%. RXN SMILES: [CH3:1][O:2][C:3]1[CH:4]=[C:5]([SH:13])[CH:6]=[C:7]([O:11][CH3:12])[C:8]=1[O:9][CH3:10].[Hg](C#N)C#N.[C:19]([O:22][C@@H:23]1[C@@H:28]([O:29][C:30](=[O:32])[CH3:31])[C@H:27]([O:33][C:34](=[O:36])[CH3:35])[CH2:26][S:25][C@@H:24]1Br)(=[O:21])[CH3:20]>>[C:19]([O:22][C@@H:23]1[C@@H:28]([O:29][C:30](=[O:32])[CH3:31])[C@H:27]([O:33][C:34](=[O:36])[CH3:35])[CH2:26][S:25][C@H:24]1[S:13][C:5]1[CH:6]=[C:7]([O:11][CH3:12])[C:8]([O:9][CH3:10])=[C:3]([O:2][CH3:1])[CH:4]=1)(=[O:21])[CH3:20]. Reported procedure: If the procedure described in Preparation I is followed starting from 11.35 g (57.10-3 mol) of 3,4,5-trimethoxybenzenethiol, 14.32 g (57.10-3 mol) of mercuric cyanide, Hg(CN)2, and 22.15 g (62.10-3 mol) of 2,3,4-tri-O-acetyl-5-thio-α-D-xylopyranosyl bromide, 7.52 g (yield: 28%) of the expected product are obtained. Starting materials: COC=1C=C(C(C(=O)O)=CC1OC)C=O (4,5-Dimethoxyphthalaldehydic acid), O.NN (hydrazine hydrate). Run in C(C)O (ethanol). The product is COC=1C=C2C=NNC(C2=CC1OC)=O (6,7-dimethoxyphthalazin-1-one). Reaction SMILES: [CH3:1][O:2][C:3]1[CH:4]=[C:5]([CH:14]=O)[C:6](=[CH:10][C:11]=1[O:12][CH3:13])[C:7](O)=[O:8].O.[NH2:17][NH2:18]>C(O)C>[CH3:1][O:2][C:3]1[CH:4]=[C:5]2[C:6](=[CH:10][C:11]=1[O:12][CH3:13])[C:7](=[O:8])[NH:18][N:17]=[CH:14]2 |f:1.2|. Reported procedure: 4,5-Dimethoxyphthalaldehydic acid (10 g.) and hydrazine hydrate (2.4 ml.) in ethanol (150 ml.) were heated under reflux for 20 hours during which time a white crystalline solid formed. The mixture was cooled in an ice bath, filtered and the resulting product dried to give crude 6,7-dimethoxyphthalazin-1-one (7 g.). A sample was crystallized from water yielding colorless needles, m.p. 254°-256° C.